From a dataset of the Open Reaction Database (ORD), a public repository of structured organic reaction records. describe an organic reaction: reactants, conditions, products, and yield The reactants are C1CCOC1, CC(C)N, CSc1nc(C)cc(Cl)n1. Product: CSc1nc(C)cc(NC(C)C)n1. As a reaction SMILES: [CH2:15]1[O:16][CH2:17][CH2:18][CH2:19]1.[CH3:1][CH:2]([CH3:3])[NH2:4].[Cl:5][c:6]1[n:7][c:8]([S:13][CH3:14])[n:9][c:10]([CH3:12])[cH:11]1>>[CH3:1][CH:2]([CH3:3])[NH:4][c:6]1[n:7][c:8]([S:13][CH3:14])[n:9][c:10]([CH3:12])[cH:11]1. Reactants: ClC1=C(C(=C(C=C1)NC(C(C)(C)C)=O)I)C(F)(F)F (N-[4-chloro-2-iodo-3-(trifluoromethyl)phenyl]-2,2-dimethylpropanamide), C#CC (1-propyne). The reagents and catalysts are [Cu](I)I (copper iodide), Cl[Pd]([P](C1=CC=CC=C1)(C2=CC=CC=C2)C3=CC=CC=C3)([P](C4=CC=CC=C4)(C5=CC=CC=C5)C6=CC=CC=C6)Cl (PdCl2(PPh3)2). The solvent is C(C)N(CC)CC (triethylamine). Reaction conditions: temperature 50 celsius. Yields the product ClC1=C(C(=C(C=C1)NC(C(C)(C)C)=O)C#CC)C(F)(F)F (N-[4-Chloro-2-(1-propyn-1-yl)-3-(trifluoromethyl)phenyl]-2,2-dimethylpropanamide). The yield is 65.4%. RXN SMILES: [Cl:1][C:2]1[CH:7]=[CH:6][C:5]([NH:8][C:9](=[O:14])[C:10]([CH3:13])([CH3:12])[CH3:11])=[C:4](I)[C:3]=1[C:16]([F:19])([F:18])[F:17].[CH:20]#[C:21][CH3:22]>[Cu](I)I.Cl[Pd](Cl)([P](C1C=CC=CC=1)(C1C=CC=CC=1)C1C=CC=CC=1)[P](C1C=CC=CC=1)(C1C=CC=CC=1)C1C=CC=CC=1.C(N(CC)CC)C>[Cl:1][C:2]1[CH:7]=[CH:6][C:5]([NH:8][C:9](=[O:14])[C:10]([CH3:13])([CH3:12])[CH3:11])=[C:4]([C:20]#[C:21][CH3:22])[C:3]=1[C:16]([F:19])([F:18])[F:17] |^1:28,47|. Procedure: A triethylamine (300 mL) solution of N-[4-chloro-2-iodo-3-(trifluoromethyl)phenyl]-2,2-dimethylpropanamide (Example 60A) (40 g, 98.6 mmol) was treated with 1-propyne (39.5 g, 988 mmol) followed by copper iodide (0.94 g, 4.9 mmol) and PdCl2(PPh3)2 (6.9 g, 9.8 mmol) in a Parr Bomb at −78° C. The reaction vessel was purged with N2, sealed and heated gradually to 50° C. overnight, then cooled to −78° C. The cooled mixture was diluted with Et2O and filtered through celite. The Et2O solution was washe... Starting materials: CO, COC(=O)c1cc(Cl)ccn1, [NH4+], [OH-]. The product is NC(=O)c1cc(Cl)ccn1. As a reaction SMILES: [CH3:14][OH:15].[CH3:1][O:2][C:3](=[O:4])[c:5]1[n:6][cH:7][cH:8][c:9]([Cl:11])[cH:10]1.[NH4+:12].[OH-:13]>>[O:2]=[C:3]([c:5]1[n:6][cH:7][cH:8][c:9]([Cl:11])[cH:10]1)[NH2:12].